From a dataset of the Open Reaction Database (ORD), a public repository of structured organic reaction records. describe an organic reaction: reactants, conditions, products, and yield Reactants: C1=CC2=C(N=C1)N(N=N2)O (HOAT), C1[C@@H](N(CC2=CC=CC=C21)C(=O)OCC3C4=CC=CC=C4C5=CC=CC=C35)C(=O)O (N-Fmoc-D-1,2,3,4-tetrahydroisoquinoline-3-carboxylic acid), XIX, ClC1=CC=C(C=C1)C[C@H](C(=O)N1CCN(CC1)C1=C(C=CC=C1)[N+](=O)[O-])NC(=O)OC(C)(C)C (N-{(1R)-1-[(4-Chlorophenyl)methyl]-2-[4-(2-nitrophenyl)piperazinyl]-2-oxoethyl}(tert-butoxy)-carboxamide), Cl (HCl), CCN=C=NCCCN(C)C.CI (1-(3-dimethylaminopropyl)-3-ethylcarbodiimide methiodide), XVI, crude material. The solvent is CCOC(=O)C (EtOAc), CCOC(=O)C (EtOAc). Product: ClC1=CC=C(C=C1)C[C@H](C(=O)N1CCN(CC1)C1=C(C=CC=C1)[N+](=O)[O-])NC(=O)[C@@H]1N(CC2=CC=CC=C2C1)C(=O)OCC1C2=CC=CC=C2C=2C=CC=CC12 (Fluoren-9-ylmethyl (3R)-3-(N-{(1R)-1-[(4-Chlorophenyl)Methyl]-2-[4-(2-Nitrophenyl)Piperazinyl]-2-Oxoethyl}Carbamoyl)-1,2,3,4-Tetrahydroisoquinoline-2-Carboxylate). As a reaction SMILES: [Cl:1][C:2]1[CH:7]=[CH:6][C:5]([CH2:8][C@@H:9]([NH:27]C(OC(C)(C)C)=O)[C:10]([N:12]2[CH2:17][CH2:16][N:15]([C:18]3[CH:23]=[CH:22][CH:21]=[CH:20][C:19]=3[N+:24]([O-:26])=[O:25])[CH2:14][CH2:13]2)=[O:11])=[CH:4][CH:3]=1.Cl.[CH2:36]1[C:45]2[C:40](=[CH:41][CH:42]=[CH:43][CH:44]=2)[CH2:39][N:38]([C:46]([O:48][CH2:49][CH:50]2[C:62]3[C:57](=[CH:58][CH:59]=[CH:60][CH:61]=3)[C:56]3[C:51]2=[CH:52][CH:53]=[CH:54][CH:55]=3)=[O:47])[C@H:37]1[C:63]([OH:65])=O.CCN=C=NCCCN(C)C.CI.C1C=NC2N(O)N=NC=2C=1>CCOC(C)=O>[Cl:1][C:2]1[CH:7]=[CH:6][C:5]([CH2:8][C@@H:9]([NH:27][C:63]([C@H:37]2[CH2:36][C:45]3[C:40](=[CH:41][CH:42]=[CH:43][CH:44]=3)[CH2:39][N:38]2[C:46]([O:48][CH2:49][CH:50]2[C:62]3[CH:61]=[CH:60][CH:59]=[CH:58][C:57]=3[C:56]3[C:51]2=[CH:52][CH:53]=[CH:54][CH:55]=3)=[O:47])=[O:65])[C:10]([N:12]2[CH2:13][CH2:14][N:15]([C:18]3[CH:23]=[CH:22][CH:21]=[CH:20][C:19]=3[N+:24]([O-:26])=[O:25])[CH2:16][CH2:17]2)=[O:11])=[CH:4][CH:3]=1 |f:3.4|. Procedure details: N-{(1R)-1-[(4-Chlorophenyl)methyl]-2-[4-(2-nitrophenyl)piperazinyl]-2-oxoethyl}(tert-butoxy)-carboxamide (1.4 g, 2.8 mmol) was treated with satd HCl in EtOAc as described in Preparation XVI. The resulting crude material was diluted with EtOAc and washed with satd NaHCO3 soln. The organic layer was separated, dried over Na2SO4, filtered and concentrated in vacuo. This sample (1.05 g, 2.50 mmol), was coupled to N-Fmoc-D-1,2,3,4-tetrahydroisoquinoline-3-carboxylic acid (1.1 g, 2.7 mmol) (Peptech), ... Reactants: FC1=NC=C(C(=C1)C(CC(C1=C(C=CC=C1)C)C1=CC=C(C=C1)C1=CC=C(C=C1)C(=O)O)=O)C (4′-[3-(2-fluoro-5-methyl-pyridin-4-yl)-3-oxo-1-o-tolyl-propyl]-biphenyl-4-carboxylic acid), Cl.NO (hydroxylamine hydrochloride), C(=O)(O)[O-].[Na+] (NaHCO3). Reported procedure: In analogy to example 74, step 7, from 4′-[3-(2-fluoro-5-methyl-pyridin-4-yl)-3-oxo-1-o-tolyl-propyl]-biphenyl-4-carboxylic acid and hydroxylamine hydrochloride in the presence of NaHCO3 was prepared the title compound as a mixture of E and Z isomers (1.7:1) as a colorless oil, MS (ESI+): m/z=469.1924 ([M+H]+). Yields the product FC1=NC=C(C(=C1)C(CC(C1=C(C=CC=C1)C)C1=CC=C(C=C1)C1=CC=C(C=C1)C(=O)O)=NO)C (4′-{3-(2-Fluoro-5-methyl-pyridin-4-yl)-3-[hydroxyimino]-1-o-tolyl-propyl}-biphenyl-4-carboxylic acid). RXN SMILES: [F:1][C:2]1[CH:7]=[C:6]([C:8](=O)[CH2:9][CH:10]([C:18]2[CH:23]=[CH:22][C:21]([C:24]3[CH:29]=[CH:28][C:27]([C:30]([OH:32])=[O:31])=[CH:26][CH:25]=3)=[CH:20][CH:19]=2)[C:11]2[CH:16]=[CH:15][CH:14]=[CH:13][C:12]=2[CH3:17])[C:5]([CH3:34])=[CH:4][N:3]=1.Cl.[NH2:36][OH:37].C([O-])(O)=O.[Na+]>>[F:1][C:2]1[CH:7]=[C:6]([C:8](=[N:36][OH:37])[CH2:9][CH:10]([C:18]2[CH:23]=[CH:22][C:21]([C:24]3[CH:25]=[CH:26][C:27]([C:30]([OH:32])=[O:31])=[CH:28][CH:29]=3)=[CH:20][CH:19]=2)[C:11]2[CH:16]=[CH:15][CH:14]=[CH:13][C:12]=2[CH3:17])[C:5]([CH3:34])=[CH:4][N:3]=1 |f:1.2,3.4|. Starting materials: [Li+].CC(C)[N-]C(C)C (LDA), S1C(=CC=C1)C(CC)=NO (1-(Thiophen-2-yl)propan-1-one oxime), C(C(=O)OCC)(=O)OCC (diethyl oxalate). Run in C1CCOC1 (THF), C1CCOC1 (THF). Conditions: temperature 0 celsius, time 1 hour. The product is ON=C(C(C(C(=O)OCC)=O)C)C=1SC=CC1 (Ethyl 4-(hydroxyimino)-3-methyl-2-oxo-4-(thiophen-2-yl)butanoate). The yield is 74.3%. As a reaction SMILES: [S:1]1[CH:5]=[CH:4][CH:3]=[C:2]1[C:6](=[N:9][OH:10])[CH2:7][CH3:8].[Li+].CC([N-]C(C)C)C.[C:19]([O:26][CH2:27][CH3:28])(=[O:25])[C:20]([O:22]CC)=O>C1COCC1>[OH:10][N:9]=[C:6]([C:2]1[S:1][CH:5]=[CH:4][CH:3]=1)[CH:7]([CH3:8])[C:20](=[O:22])[C:19]([O:26][CH2:27][CH3:28])=[O:25] |f:1.2|. Procedure details: 1-(Thiophen-2-yl)propan-1-one oxime (6.3 g, 40.6 mmol) was dissolved in 100 mL of THF and cooled to 0° C. LDA solution (46.7 mL, 93.5 mmol, 2M in heptane/THF/ethyl benzene) was added dropwise, and the reaction mixture was stirred at 0° C. for 1 hour and then warmed to room temperature. The mixture was then transferred to an addition funnel and added dropwise to a flask containing a pre-cooled mixture of diethyl oxalate (27.6 mL, 203 mmol) and THF (100 mL) at 0° C. After the addition was complete... Reactants: BrC1=C(SC=2N(C(N(C(C21)=O)C)=O)CC(C)C)CC2=C(C=CC=C2)C(F)(F)F (5-Bromo-1-isobutyl-3-methyl-6-[2-(trifluoromethyl)benzyl]-thieno[2,3-d]pyrimidine-2,4(1H,3H)-dione), FC1=C(C=O)C=CC=C1 (2-fluorobenzaldehyde), solution, CC[Mg+].[Br-] (EtMgBr). The solvent is O1CCCC1 (tetrahydrofuran), O1CCCC1 (tetrahydrofuran). Product: FC1=C(C=CC=C1)C(C1=C(SC=2N(C(N(C(C21)=O)C)=O)CC(C)C)CC2=C(C=CC=C2)C(F)(F)F)O (5-[(2-Fluorophenyl)hydroxymethyl]-3-methyl-1-(2-methylpropyl)-6-[[2-(trifluoromethyl)phenyl]methyl]-thieno[2,3-d]pyrimidine-2,4(1H,3H)-dione). As a reaction SMILES: Br[C:2]1[C:10]2[C:9](=[O:11])[N:8]([CH3:12])[C:7](=[O:13])[N:6]([CH2:14][CH:15]([CH3:17])[CH3:16])[C:5]=2[S:4][C:3]=1[CH2:18][C:19]1[CH:24]=[CH:23][CH:22]=[CH:21][C:20]=1[C:25]([F:28])([F:27])[F:26].CC[Mg+].[Br-].[F:33][C:34]1[CH:41]=[CH:40][CH:39]=[CH:38][C:35]=1[CH:36]=[O:37]>O1CCCC1>[F:33][C:34]1[CH:41]=[CH:40][CH:39]=[CH:38][C:35]=1[CH:36]([OH:37])[C:2]1[C:10]2[C:9](=[O:11])[N:8]([CH3:12])[C:7](=[O:13])[N:6]([CH2:14][CH:15]([CH3:17])[CH3:16])[C:5]=2[S:4][C:3]=1[CH2:18][C:19]1[CH:24]=[CH:23][CH:22]=[CH:21][C:20]=1[C:25]([F:28])([F:27])[F:26] |f:1.2|. Procedure details: 5-Bromo-1-isobutyl-3-methyl-6-[2-(trifluoromethyl)benzyl]-thieno[2,3-d]pyrimidine-2,4(1H,3H)-dione (Example 1 part c)) (100 mg) was dissolved in tetrahydrofuran (2 mls) and EtMgBr (250 ul of 1M solution in tetrahydrofuran) was added. After 10 mins 2-fluorobenzaldehyde (250 ul of a 1M solution in tetrahydrofuran) was added. After 1 hr the reaction was quenched via addition of water. The reaction was concentrated in vacuo and extracted into dichloromethane, concentrated in vacuo and the residue pu... Reactants: [H-].[Al+3].[Li+].[H-].[H-].[H-] (lithium aluminum hydride), COC1=C(C=CC(=C1OC)OC)CN1CCN(CC1)CCC(=O)C=1N=C(N(C1C)C)C1=CC=C(C=C1)C(F)(F)F (1-(2,3,4-trimethoxyphenyl)methyl-4-[(2-(4-trifluoromethylphenyl)-1,5-dimethylimidazol-4-yl)-3-oxoprop-1-yl]piperazine). Run in O1CCCC1 (tetrahydrofuran), O1CCCC1 (tetrahydrofuran). Reaction conditions: temperature 0 celsius. Product: COC1=C(C=CC(=C1OC)OC)CN1CCN(CC1)CCCC=1N=C(N(C1C)C)C1=CC=C(C=C1)C(F)(F)F (1-(2,3,4-trimethoxyphenyl)methyl-4-[(2-(4-trifluoromethylphenyl)-1,5-dimethylimidazol-4-yl)prop-1-yl]piperazine). The yield is 20.5%. Reaction SMILES: [H-].[Al+3].[Li+].[H-].[H-].[H-].[CH3:7][O:8][C:9]1[C:14]([O:15][CH3:16])=[C:13]([O:17][CH3:18])[CH:12]=[CH:11][C:10]=1[CH2:19][N:20]1[CH2:25][CH2:24][N:23]([CH2:26][CH2:27][C:28]([C:30]2[N:31]=[C:32]([C:37]3[CH:42]=[CH:41][C:40]([C:43]([F:46])([F:45])[F:44])=[CH:39][CH:38]=3)[N:33]([CH3:36])[C:34]=2[CH3:35])=O)[CH2:22][CH2:21]1>O1CCCC1>[CH3:7][O:8][C:9]1[C:14]([O:15][CH3:16])=[C:13]([O:17][CH3:18])[CH:12]=[CH:11][C:10]=1[CH2:19][N:20]1[CH2:25][CH2:24][N:23]([CH2:26][CH2:27][CH2:28][C:30]2[N:31]=[C:32]([C:37]3[CH:38]=[CH:39][C:40]([C:43]([F:45])([F:44])[F:46])=[CH:41][CH:42]=3)[N:33]([CH3:36])[C:34]=2[CH3:35])[CH2:22][CH2:21]1 |f:0.1.2.3.4.5|. Procedure details: A solution of lithium aluminum hydride (0.6 g) and 1-(2,3,4-trimethoxyphenyl)methyl-4-[(2-(4-trifluoromethylphenyl)-1,5-dimethylimidazol-4-yl)-3-oxoprop-1-yl]piperazine (2 g) in 50 ml of tetrahydrofuran was refluxed for 48 hours Excess reagent was hydrolysed by cooling the mixture to 0° C. and adding wet tetrahydrofuran dropwise. The mixture was filtered, the solid washed with a mixture of 1:1 ethanol/isopropanol, solvent evaporated from the filtrate, and the residue flash-chromatographed on sil...